Dataset: the Open Reaction Database (ORD), a public repository of structured organic reaction records. Task: describe an organic reaction: reactants, conditions, products, and yield Starting materials: ClC=1C(=CC(=C(N)C1)[N+](=O)[O-])I (5-chloro-4-iodo-2-nitroaniline), [NH4+].[Cl-] (NH4Cl), [NH4+].[Cl-] (NH4Cl). Reagents/catalysts: [Fe] (iron), [Fe] (iron). Run in CCO (EtOH), O (water). Reaction conditions: temperature 50 celsius, time 45 hour. Yields the product ClC=1C=C(C(=CC1I)N)N (4-chloro-5-iodobenzene-1,2-diamine). As a reaction SMILES: [Cl:1][C:2]1[C:3]([I:12])=[CH:4][C:5]([N+:9]([O-])=O)=[C:6]([CH:8]=1)[NH2:7].[NH4+].[Cl-]>CCO.O.[Fe]>[Cl:1][C:2]1[CH:8]=[C:6]([NH2:7])[C:5]([NH2:9])=[CH:4][C:3]=1[I:12] |f:1.2|. Reported procedure: To a suspension of 5-chloro-4-iodo-2-nitroaniline (36.5 g, 122 mmol) in EtOH (800 mL) and water (150 mL) was added iron powder (38 g, 673 mmol) and NH4Cl (16 g, 306 mmol). The mixture was heated under nitrogen at 50° C. overnight. Additional iron powder (38 g, 673 mmol) and NH4Cl (16 g, 306 mmol) were added and heating was continued for 45 h. The reaction mixture was cooled, filtered and concentrated. The resulting residue was re-dissolved in ethyl acetate and washed with sodium bicarbonate solu... Starting materials: 5-[N-(3-oxo-3-thia-n-butyl)carbamoyl]thieno[2,3-b]thiophene-5-sulfonamide, I(=O)(=O)(=O)[O-].[Na+] (Sodium periodate), C(CSC)NC(=O)C1=CC2=C(S1)SC(=C2)S(=O)(=O)N (5-[N-(3-thia-n-butyl)carbamoyl]thieno[2,3-b]thiophene-2-sulfonamide), C1CCOC1 (THF). Run in O (water). Reaction conditions: time 24 hour. Product: O=S(CCNC(=O)C1=CC2=C(S1)SC(=C2)S(=O)(=O)N)C (5-[N-(3-Oxo-3-thia-n-butyl)carbamoyl]thieno[2,3-b]thiophene-2-sulfonamide). As a reaction SMILES: I([O-])(=O)(=O)=O.[Na+].C1C[O:10]CC1.[CH2:12]([NH:16][C:17]([C:19]1[S:23][C:22]2[S:24][C:25]([S:27]([NH2:30])(=[O:29])=[O:28])=[CH:26][C:21]=2[CH:20]=1)=[O:18])[CH2:13][S:14][CH3:15]>O>[O:10]=[S:14]([CH3:15])[CH2:13][CH2:12][NH:16][C:17]([C:19]1[S:23][C:22]2[S:24][C:25]([S:27]([NH2:30])(=[O:28])=[O:29])=[CH:26][C:21]=2[CH:20]=1)=[O:18] |f:0.1|. Reported procedure: Sodium periodate (1.40 g., 6.54 mmoles) was dissolved in water (20 mL). THF (20 mL) was added followed by 5-[N-(3-thia-n-butyl)carbamoyl]thieno[2,3-b]thiophene-2-sulfonamide (1.10 g., 3.27 mmoles) were stirred at room temperature under Argon for 24 hours. The solution was filtered and then stripped of the THF and all but 2-2 mL of water. The product was then crystallized, collected and dried. Recrystallization from nitromethane gave 1.0 g. of 5-[N-(3-oxo-3-thia-n-butyl)carbamoyl]thieno[2,3-b]thi... Starting materials: Cl.OC1[C@H](N)[C@@H](O)[C@H](O)[C@H](O1)CO (glucosamine hydrochloride), [OH-].[Na+] (sodium hydroxide), C(C1=CN=CC=C1)(=O)O (nicotinic acid), OC1[C@H](N)[C@@H](O)[C@H](O)[C@H](O1)CO (glucosamine), [Cl-].[Na+] (sodium chloride), C(C1=CN=CC=C1)(=O)O (nicotinic acid), C(C1=CN=CC=C1)(=O)O (nicotinic acid), alcohol, Cl.OC1[C@H](N)[C@@H](O)[C@H](O)[C@H](O1)CO (glucosamine hydrochloride). The reagents and catalysts are O (water). The solvent is O (water), O (water). The product is C(C1=CN=CC=C1)(=O)O.N[C@@H](C=O)[C@@H](O)[C@H](O)[C@H](O)CO (2-deoxy-2-aminoglucose nicotinate). Reaction SMILES: Cl.[OH:2][CH:3]1[O:11][C@H:10]([CH2:12][OH:13])[C@@H:8]([OH:9])[C@H:6]([OH:7])[C@H:4]1[NH2:5].[C:14]([OH:22])(=[O:21])[C:15]1[CH:20]=[CH:19][CH:18]=[N:17][CH:16]=1.[OH-].[Na+].OC1O[C@H](CO)[C@@H](O)[C@H](O)[C@H]1N.[Cl-].[Na+]>O>[C:14]([OH:22])(=[O:21])[C:15]1[CH:20]=[CH:19][CH:18]=[N:17][CH:16]=1.[NH2:5][C@H:4]([C@H:6]([C@@H:8]([C@@H:10]([CH2:12][OH:13])[OH:11])[OH:9])[OH:7])[CH:3]=[O:2] |f:0.1,3.4,6.7,9.10|. Procedure details: 10.7 g (0.05 moles) of glucosamine hydrochloride are dissolved in 52 ml of water. 6.3 g (0.051 moles) of nicotinic acid are suspended in 20 ml of water containing one drop of alcohol, and a solution of 2 g (0.05 moles) of sodium hydroxide in 10 ml of water is added dropwise to the suspension, whereupon nicotinic acid dissolves. The resulting solution is admixed with the aqueous solution of glucosamine hydrochloride. 100 g of a slightly yellowish solution are obtained, which contains 15 g of the ... Starting materials: CS(=O)(=O)NCCNC(C)=O (N-[2-(Methylsulphonamido)ethyl]acetamide), Cl (hydrochloric acid). Run in O (water). The product is Cl.CS(=O)(=O)NCCN (2-(Methylsulphonamido)ethylamine hydrochloride). RXN SMILES: [CH3:1][S:2]([NH:5][CH2:6][CH2:7][NH:8]C(=O)C)(=[O:4])=[O:3].[ClH:12]>O>[ClH:12].[CH3:1][S:2]([NH:5][CH2:6][CH2:7][NH2:8])(=[O:4])=[O:3] |f:3.4|. Reported procedure: N-[2-(Methylsulphonamido)ethyl]acetamide (14.5 g, 88.3 mmol) and concentrated hydrochloric acid (100 ml) were dissolved in water (100 ml) and heated to reflux for a total of 3 hours. After cooling, the water was removed in vacuo, and the residue was left for several days at room temperature until crystallisation was underway. Trituration with a mixture of ethanol and ether gave the title compound as a white solid which was dried in vacuo at 60° C. (7.5 g, 42.9 mmol, 49%); δH [2H6]DMSO 8.22 (2H,b... Reaction SMILES: [CH2:1]([N:8]([CH2:10][CH2:11][CH2:12][CH2:13][CH2:14][N:15]1[CH2:20][CH2:19][CH:18]([CH2:21][NH2:22])[CH2:17][CH2:16]1)[CH3:9])[C:2]1[CH:7]=[CH:6][CH:5]=[CH:4][CH:3]=1.[NH2:23][C:24]1[C:32]([Cl:33])=[CH:31][C:27]([C:28](O)=[O:29])=[C:26]([O:34][CH3:35])[CH:25]=1.C1(N=C=NC2CCCCC2)CCCCC1.ON1C2C=CC=CC=2N=N1>CN(C)C=O.C(N(CC)CC)C>[NH2:23][C:24]1[C:32]([Cl:33])=[CH:31][C:27]([C:28]([NH:22][CH2:21][CH:18]2[CH2:19][CH2:20][N:15]([CH2:14][CH2:13][CH2:12][CH2:11][CH2:10][N:8]([CH2:1][C:2]3[CH:3]=[CH:4][CH:5]=[CH:6][CH:7]=3)[CH3:9])[CH2:16][CH2:17]2)=[O:29])=[C:26]([O:34][CH3:35])[CH:25]=1. Yield: 15.2%. Product: NC1=CC(=C(C(=O)NCC2CCN(CC2)CCCCCN(C)CC2=CC=CC=C2)C=C1Cl)OC (4-amino-5-chloro-2-methoxy-N-((1-(5-(N-benzyl-N-methylamino)pentyl)piperidin-4-yl)methyl)-benzamide). The reactants are ( 3 ), C(C1=CC=CC=C1)N(C)CCCCCN1CCC(CC1)CN (N-benzyl-N-methyl-5-(4-aminomethylpiperidin-1-yl)-pentylamine), NC1=CC(=C(C(=O)O)C=C1Cl)OC (4-amino-5-chloro-2-methoxybenzoic acid), C1(CCCCC1)N=C=NC1CCCCC1 (dicyclohexylcarbodiimide), ON1N=NC2=C1C=CC=C2 (1-hydroxybenzotriazole). Run in CN(C=O)C (N,N-dimethylformamide), C(C)N(CC)CC (triethylamine). Conditions: time 12 hour. Procedure details: 1H-NMR (CDCl3,ppm) δ: 1.20-1.88(11 H,m), 2.20(3 H,s), 2.63(2 H,t,J=6.8 Hz), 2.60-2.32(4 H,m), 3.78(2 H,s), 7.25-7.36(5 H,m) (3) A suspension of N-benzyl-N-methyl-5-(4-aminomethylpiperidin-1-yl)-pentylamine (3.52 g), 4-amino-5-chloro-2-methoxybenzoic acid (2.34 g), dicyclohexylcarbodiimide (2.39 g), 1-hydroxybenzotriazole (1.57 g) and triethylamine (2.35 g) in N,N-dimethylformamide (40 ml) was stirred at room temperature for 12 hr. The solvent was evaporated, and water was added to the residue, w... Reactants: CC(C)(C)c1ccc(N)c(N)c1, COc1ccc(CNc2ncnc3c2ccn3C2CC(CN(C)C3CC(CCC(=O)O)C3)C3OC(C)(C)OC32)c(OC)c1, CN(C)C=O, CCN(C(C)C)C(C)C. Yields the product COc1ccc(CNc2ncnc3c2ccn3C2CC(CN(C)C3CC(CCC(=O)Nc4ccc(C(C)(C)C)cc4N)C3)C3OC(C)(C)OC32)c(OC)c1. RXN SMILES: [C:53]([CH3:54])([CH3:55])([CH3:56])[c:57]1[cH:58][c:59]([NH2:64])[c:60]([NH2:63])[cH:61][cH:62]1.[CH3:1][O:2][c:3]1[c:4]([CH2:5][NH:6][c:7]2[c:8]3[c:9]([n:10][cH:11][n:12]2)[n:13]([CH:16]2[CH2:17][CH:18]([CH2:26][N:27]([CH:28]4[CH2:29][CH:30]([CH2:32][CH2:33][C:34](=[O:35])[OH:36])[CH2:31]4)[CH3:37])[CH:19]4[CH:20]2[O:21][C:22]([CH3:24])([CH3:25])[O:23]4)[cH:14][cH:15]3)[cH:38][cH:39][c:40]([O:42][CH3:43])[cH:41]1.[CH3:65][N:66]([CH3:67])[CH:68]=[O:69].[CH:44]([N:45]([CH2:46][CH3:47])[CH:48]([CH3:49])[CH3:50])([CH3:51])[CH3:52]>>[CH3:1][O:2][c:3]1[c:4]([CH2:5][NH:6][c:7]2[c:8]3[c:9]([n:10][cH:11][n:12]2)[n:13]([CH:16]2[CH2:17][CH:18]([CH2:26][N:27]([CH:28]4[CH2:29][CH:30]([CH2:32][CH2:33][C:34](=[O:36])[NH:63][c:60]5[c:59]([NH2:64])[cH:58][c:57]([C:53]([CH3:54])([CH3:55])[CH3:56])[cH:62][cH:61]5)[CH2:31]4)[CH3:37])[CH:19]4[CH:20]2[O:21][C:22]([CH3:24])([CH3:25])[O:23]4)[cH:14][cH:15]3)[cH:38][cH:39][c:40]([O:42][CH3:43])[cH:41]1.